This data is from the Open Reaction Database (ORD), a public repository of structured organic reaction records. The task is: describe an organic reaction: reactants, conditions, products, and yield Reactants: ClCCCC1(C(COC2=C(O1)C=CC=C2)=O)C(=O)OC (methyl 2-(3-chloropropyl)-3-oxo-3,4-dihydro-2H-1,5-benzodioxepin-2-carboxylate), [BH4-].[Na+] (sodium borohydride), O (water). Run in CO (methanol). Yields the product ClCCCC1(C(COC2=C(O1)C=CC=C2)O)C(=O)OC (methyl 2-(3-chloropropyl)-3-hydroxy-3,4-dihydro-2H-1,5-benzodioxepin-2-carboxylate). Isolated yield 69.5%. Reaction SMILES: [Cl:1][CH2:2][CH2:3][CH2:4][C:5]1([C:17]([O:19][CH3:20])=[O:18])[O:11][C:10]2[CH:12]=[CH:13][CH:14]=[CH:15][C:9]=2[O:8][CH2:7][C:6]1=[O:16].[BH4-].[Na+].O>CO>[Cl:1][CH2:2][CH2:3][CH2:4][C:5]1([C:17]([O:19][CH3:20])=[O:18])[O:11][C:10]2[CH:12]=[CH:13][CH:14]=[CH:15][C:9]=2[O:8][CH2:7][CH:6]1[OH:16] |f:1.2|. Procedure details: To a mixture of 2.5 g of methyl 2-(3-chloropropyl)-3-oxo-3,4-dihydro-2H-1,5-benzodioxepin-2-carboxylate obtained in Reference Example 4 in 20 ml of methanol, sodium borohydride is added in small portions with stirring and under ice-cooling. After completion of the reaction, the reaction mixture is treated with water and extracted with ethyl acetate. The organic layer is washed with water, dried, and evaporated under reduced pressure. The residue is purified by column chromatography on silica gel... The reactants are OC1=CC=C(C=C1)C=CC1=CC=C(C=C1)N(C1=CC=C(C=C1)C)C1=CC=C(C=C1)C (4-hydroxy-4′-(di-p-tolylamino)stilbene), C(C(=C)C)(=O)OCC1CO1 (glycidyl methacrylate), aqueous solution, [OH-].[Na+] (sodium hydroxide). Run in C1(=CC=CC=C1)C (toluene), C1(=CC=CC=C1)C (toluene), C(C)N(CC)CC (triethylamine). Conditions: temperature 90 celsius, time 8 hour. Product: OCC(COC1=CC=C(C=C1)C=CC1=CC=C(C=C1)N(C1=CC=C(C=C1)C)C1=CC=C(C=C1)C)O (1,2-dihydroxy-3-[4′-(di-p-tolylamino)stilbene-4-yloxy]propane). As a reaction SMILES: [OH:1][C:2]1[CH:7]=[CH:6][C:5]([CH:8]=[CH:9][C:10]2[CH:15]=[CH:14][C:13]([N:16]([C:24]3[CH:29]=[CH:28][C:27]([CH3:30])=[CH:26][CH:25]=3)[C:17]3[CH:22]=[CH:21][C:20]([CH3:23])=[CH:19][CH:18]=3)=[CH:12][CH:11]=2)=[CH:4][CH:3]=1.C([O:36][CH2:37][CH:38]1[O:40][CH2:39]1)(=O)C(C)=C.[OH-].[Na+]>C1(C)C=CC=CC=1.C(N(CC)CC)C>[OH:36][CH2:37][CH:38]([OH:40])[CH2:39][O:1][C:2]1[CH:7]=[CH:6][C:5]([CH:8]=[CH:9][C:10]2[CH:15]=[CH:14][C:13]([N:16]([C:24]3[CH:25]=[CH:26][C:27]([CH3:30])=[CH:28][CH:29]=3)[C:17]3[CH:22]=[CH:21][C:20]([CH3:23])=[CH:19][CH:18]=3)=[CH:12][CH:11]=2)=[CH:4][CH:3]=1 |f:2.3|. Procedure: In a reaction vessel equipped with a stirrer, a thermometer, a condenser, and a dropping funnel, 11.75 g of 4-hydroxy-4′-(di-p-tolylamino)stilbene, 4.35 g of glycidyl methacrylate, and 8 ml of toluene are contained, and the mixture is heated to 90° C. Further, 0.16 g of triethylamine is added thereto, and the mixture is agitated for 8 hours at 95° C. Next, 16 ml of toluene and 20 ml of a 10% aqueous solution of sodium hydroxide are added thereto, and the mixture is further agitated for 8 hours a... The reactants are ClCCl, O=C(Cl)c1ccc(Cl)s1, [Na+], [OH-], NCC=CCn1ccnc1. Yields the product O=C(NCC=CCn1ccnc1)c1ccc(Cl)s1. As a reaction SMILES: [CH2:22]([Cl:23])[Cl:24].[Cl:13][c:14]1[cH:15][cH:16][c:17]([C:19](=[O:20])[Cl:21])[s:18]1.[Na+:12].[OH-:11].[n:1]1([CH2:6][CH:7]=[CH:8][CH2:9][NH2:10])[cH:2][n:3][cH:4][cH:5]1>>[n:1]1([CH2:6][CH:7]=[CH:8][CH2:9][NH:10][C:19]([c:17]2[cH:16][cH:15][c:14]([Cl:13])[s:18]2)=[O:20])[cH:2][n:3][cH:4][cH:5]1. The reactants are C1COCCO1, CC(=O)OC(C)=O, CC(N)=O, CC1CNCC(C)N1, CC(C)(C)[O-], CC(=O)O, CCOC(C)=O, CN(C)c1ccccc1-c1ccccc1P(C1CCCCC1)C1CCCCC1, Nc1cc(I)ccc1Cl, [Na+], O=C(C=Cc1ccccc1)C=Cc1ccccc1, O=C(C=Cc1ccccc1)C=Cc1ccccc1, O=C(C=Cc1ccccc1)C=Cc1ccccc1, [Pd], [Pd]. The product is CC1CN(c2ccc(Cl)c(N)c2)CC(C)N1. Reaction SMILES: [CH2:67]1[O:68][CH2:69][CH2:70][O:71][CH2:72]1.[CH3:10][C:11]([O:12][C:13](=[O:14])[CH3:15])=[O:16].[CH3:17][C:18](=[O:19])[NH2:20].[CH3:21][CH:22]1[NH:23][CH:24]([CH3:28])[CH2:25][NH:26][CH2:27]1.[CH3:29][C:30]([CH3:31])([O-:32])[CH3:33].[CH3:63][C:64](=[O:65])[OH:66].[CH3:73][CH2:74][O:75][C:76](=[O:77])[CH3:78].[CH:35]1([P:36]([CH:37]2[CH2:38][CH2:39][CH2:40][CH2:41][CH2:42]2)[c:43]2[cH:44][cH:45][cH:46][cH:47][c:48]2-[c:49]2[cH:50][cH:51][cH:52][cH:53][c:54]2[N:55]([CH3:56])[CH3:57])[CH2:58][CH2:59][CH2:60][CH2:61][CH2:62]1.[Cl:1][c:2]1[c:3]([NH2:4])[cH:5][c:6]([I:9])[cH:7][cH:8]1.[Na+:34].[O:117]=[C:118]([CH:119]=[CH:120][c:121]1[cH:122][cH:123][cH:124][cH:125][cH:126]1)[CH:127]=[CH:128][c:129]1[cH:130][cH:131][cH:132][cH:133][cH:134]1.[O:81]=[C:82]([CH:83]=[CH:84][c:85]1[cH:86][cH:87][cH:88][cH:89][cH:90]1)[CH:91]=[CH:92][c:93]1[cH:94][cH:95][cH:96][cH:97][cH:98]1.[O:99]=[C:100]([CH:101]=[CH:102][c:103]1[cH:104][cH:105][cH:106][cH:107][cH:108]1)[CH:109]=[CH:110][c:111]1[cH:112][cH:113][cH:114][cH:115][cH:116]1.[Pd:79].[Pd:80]>>[Cl:1][c:2]1[c:3]([NH2:4])[cH:5][c:6]([N:26]2[CH2:25][CH:24]([CH3:28])[NH:23][CH:22]([CH3:21])[CH2:27]2)[cH:7][cH:8]1. The reactants are Cc1ccccc1, CC(C)c1cc(O)nc2ccccc12, O=P(Cl)(Cl)Cl. Product: CC(C)c1cc(Cl)nc2ccccc12. RXN SMILES: [CH3:20][c:21]1[cH:22][cH:23][cH:24][cH:25][cH:26]1.[CH:1]([CH3:2])([CH3:3])[c:4]1[cH:5][c:6]([OH:14])[n:7][c:8]2[cH:9][cH:10][cH:11][cH:12][c:13]12.[P:15]([Cl:16])([Cl:17])([Cl:18])=[O:19]>>[CH:1]([CH3:2])([CH3:3])[c:4]1[cH:5][c:6]([Cl:17])[n:7][c:8]2[cH:9][cH:10][cH:11][cH:12][c:13]12. Reactants: Cl.NCC1=C2C(N(C(C2=CC=C1)=O)C1C(NC(CC1)=O)=O)=O (4-aminomethyl-2-(2,6-dioxo-piperidin-3-yl)-isoindole-1,3-dione hydrochloride), FC1=C(C=C(C(=O)Cl)C=C1)C(F)(F)F (4-fluoro-3-trifluoromethyl-benzoyl chloride), C(C)(C)N(CC)C(C)C (diisopropylethylamine). The solvent is C(Cl)Cl (methylene chloride). Conditions: time 8 hour. Product: O=C1NC(CCC1N1C(C2=CC=CC(=C2C1=O)CNC(C1=CC(=C(C=C1)F)C(F)(F)F)=O)=O)=O (N-[2-(2,6-dioxo-piperidin-3-yl)-1,3-dioxo-2,3-dihydro-1H-isoindol-4-ylmethyl]-4-fluoro-3-trifluoromethyl-benzamide). Yield: 76.2%. Reaction SMILES: Cl.[NH2:2][CH2:3][C:4]1[CH:12]=[CH:11][CH:10]=[C:9]2[C:5]=1[C:6](=[O:22])[N:7]([CH:14]1[CH2:19][CH2:18][C:17](=[O:20])[NH:16][C:15]1=[O:21])[C:8]2=[O:13].[F:23][C:24]1[CH:32]=[CH:31][C:27]([C:28](Cl)=[O:29])=[CH:26][C:25]=1[C:33]([F:36])([F:35])[F:34].C(N(C(C)C)CC)(C)C>C(Cl)Cl>[O:21]=[C:15]1[CH:14]([N:7]2[C:6](=[O:22])[C:5]3[C:9](=[CH:10][CH:11]=[CH:12][C:4]=3[CH2:3][NH:2][C:28](=[O:29])[C:27]3[CH:31]=[CH:32][C:24]([F:23])=[C:25]([C:33]([F:36])([F:34])[F:35])[CH:26]=3)[C:8]2=[O:13])[CH2:19][CH2:18][C:17](=[O:20])[NH:16]1 |f:0.1|. Procedure: To a stirred suspension of 4-aminomethyl-2-(2,6-dioxo-piperidin-3-yl)-isoindole-1,3-dione hydrochloride (0.7 g, 2.2 mmol) and 4-fluoro-3-trifluoromethyl-benzoyl chloride (0.6 g, 2.8 mmol) in dry methylene chloride (60 mL), was added diisopropylethylamine (0.7 g, 5.4 mmol). After stirring at room temperature overnight, the reaction mixture was quenched with methanol (1 mL). The resulting suspension was filtered, and the solid was washed with methyene chloride to afford N-[2-(2,6-dioxo-piperidin-3... The reactants are BrC1=CC=C(C=C1)C1CCC(N1C1=CC=C(C=C1)C(C)(C)C)C1=CC(=C(NCC2=C(C=C(C=C2)OC)OC)C=C1)[N+](=O)[O-] (4-(5-(4-bromophenyl)-1-(4-tert-butylphenyl)pyrrolidin-2-yl)-N-(2,4-dimethoxybenzyl)-2-nitroaniline), CCO (EtOH), CCOC(=O)C (EtOAc). Reagents/catalysts: O=[Pt]=O (PtO2). The solvent is C(Cl)Cl (CH2Cl2), C1CCOC1 (THF). Reaction conditions: time 8 hour. Yields the product BrC1=CC=C(C=C1)C1CCC(N1C1=CC=C(C=C1)C(C)(C)C)C=1C=C(C(=CC1)NCC1=C(C=C(C=C1)OC)OC)N (4-(5-(4-bromophenyl)-1-(4-tert-butylphenyl)pyrrolidin-2-yl)-N1-(2,4-dimethoxybenzyl)benzene-1,2-diamine). RXN SMILES: [Br:1][C:2]1[CH:7]=[CH:6][C:5]([CH:8]2[N:12]([C:13]3[CH:18]=[CH:17][C:16]([C:19]([CH3:22])([CH3:21])[CH3:20])=[CH:15][CH:14]=3)[CH:11]([C:23]3[CH:40]=[CH:39][C:26]([NH:27][CH2:28][C:29]4[CH:34]=[CH:33][C:32]([O:35][CH3:36])=[CH:31][C:30]=4[O:37][CH3:38])=[C:25]([N+:41]([O-])=O)[CH:24]=3)[CH2:10][CH2:9]2)=[CH:4][CH:3]=1.CCO.CCOC(C)=O>C1COCC1.C(Cl)Cl.O=[Pt]=O>[Br:1][C:2]1[CH:7]=[CH:6][C:5]([CH:8]2[N:12]([C:13]3[CH:14]=[CH:15][C:16]([C:19]([CH3:22])([CH3:21])[CH3:20])=[CH:17][CH:18]=3)[CH:11]([C:23]3[CH:24]=[C:25]([NH2:41])[C:26]([NH:27][CH2:28][C:29]4[CH:34]=[CH:33][C:32]([O:35][CH3:36])=[CH:31][C:30]=4[O:37][CH3:38])=[CH:39][CH:40]=3)[CH2:10][CH2:9]2)=[CH:4][CH:3]=1. Procedure: The product from example 191E (1.18 g, 1.831 mmole) was dissolved in a mixture of THF (10 mL):EtOH (10 mL):EtOAc (10 mL), treated with PtO2 (42 mg) and evacuated 10 minutes, followed by introduction of H2 (g) via balloon. The reaction mixture was stirred overnight at room temperature. The next day, the reaction mixture was filtered and the solvent removed in vacuo leaving a dark green foamy solid. The solid was dissolved in 10 mL CH2Cl2 applied to a 40 g silica gel column and eluted with a gradi...